Task: describe an organic reaction: reactants, conditions, products, and yield. Dataset: the Open Reaction Database (ORD), a public repository of structured organic reaction records The reactants are COc1ccc(C(=O)Cl)cc1, Nc1cccc2cnccc12. The product is COc1ccc(C(=O)Nc2cccc3cnccc23)cc1. RXN SMILES: [C:1]([c:2]1[cH:3][cH:4][c:5]([O:8][CH3:9])[cH:6][cH:7]1)(=[O:10])[Cl:11].[NH2:12][c:13]1[c:14]2[cH:15][cH:16][n:17][cH:18][c:19]2[cH:20][cH:21][cH:22]1>>[C:1]([c:2]1[cH:3][cH:4][c:5]([O:8][CH3:9])[cH:6][cH:7]1)(=[O:10])[NH:12][c:13]1[c:14]2[cH:15][cH:16][n:17][cH:18][c:19]2[cH:20][cH:21][cH:22]1. The reactants are C(C)C1=NC2=CC=CC=C2C(N1CCN1CCN(CC1)C1=CC(=CC=C1)C(F)(F)F)=O (2-ethyl-3-(2-(4-(3-(trifluoromethyl)phenyl)piperazine-1-yl)ethyl) quinazoline-4 (3H)-one), C(C)OC1=C(C=CC=C1)N1CCNCC1 (1-(2-ethoxyphenyl)piperazine). The product is C(C)C1=NC2=CC=CC=C2C(N1CCN1CCN(CC1)C1=C(C=CC=C1)OCC)=O (2-ethyl-3-(2-(4-(2-ethoxyphenyl)piperazine-1-yl)ethyl)quinazoline-4 (3H)-one). RXN SMILES: [CH2:1]([C:3]1[N:12]([CH2:13][CH2:14][N:15]2[CH2:20][CH2:19][N:18]([C:21]3[CH:26]=[CH:25][CH:24]=[C:23](C(F)(F)F)[CH:22]=3)[CH2:17][CH2:16]2)[C:11](=[O:31])[C:10]2[C:5](=[CH:6][CH:7]=[CH:8][CH:9]=2)[N:4]=1)[CH3:2].[CH2:32]([O:34]C1C=CC=CC=1N1CCNCC1)[CH3:33]>>[CH2:1]([C:3]1[N:12]([CH2:13][CH2:14][N:15]2[CH2:16][CH2:17][N:18]([C:21]3[CH:22]=[CH:23][CH:24]=[CH:25][C:26]=3[O:34][CH2:32][CH3:33])[CH2:19][CH2:20]2)[C:11](=[O:31])[C:10]2[C:5](=[CH:6][CH:7]=[CH:8][CH:9]=2)[N:4]=1)[CH3:2]. Procedure: This compound was prepared in compliance with the procedure described in 7d, using 1-(2-ethoxyphenyl)piperazine instead of 1-(3-(trifluoromethyl)phenyl)piperazine. Reactants: C(=O)NNC(C(CC=1SC(=CN1)C1=CC(=CC(=C1)NC1=NC=CC(=N1)C(F)(F)F)C)(C)C)=O (N′-formyl-2,2-dimethyl-3-[5-(3-methyl-5-{[4-(trifluoromethyl)pyrimidin-2-yl]amino}phenyl)-1,3-thiazol-2-yl]propanehydrazide), CC[N+](CC)(CC)S(=O)(=O)N=C([O-])OC (Burgess reagent). Solvent: C1CCOC1 (THF). Reaction conditions: temperature 100 celsius. The product is CC=1C=C(C=C(C1)C1=CN=C(S1)CC(C)(C=1OC=NN1)C)NC1=NC=CC(=N1)C(F)(F)F (N-(3-methyl-5-{2-[2-methyl-2-(1,3,4-oxadiazol-2-yl)propyl]-1,3-thiazol-5-yl}phenyl)-4-(trifluoromethyl)pyrimidin-2-amine). Yield: 47.6%. RXN SMILES: [CH:1]([NH:3][NH:4][C:5](=O)[C:6]([CH3:32])([CH3:31])[CH2:7][C:8]1[S:9][C:10]([C:13]2[CH:18]=[C:17]([NH:19][C:20]3[N:25]=[C:24]([C:26]([F:29])([F:28])[F:27])[CH:23]=[CH:22][N:21]=3)[CH:16]=[C:15]([CH3:30])[CH:14]=2)=[CH:11][N:12]=1)=[O:2].CC[N+](S(N=C(OC)[O-])(=O)=O)(CC)CC>C1COCC1>[CH3:30][C:15]1[CH:16]=[C:17]([NH:19][C:20]2[N:25]=[C:24]([C:26]([F:27])([F:29])[F:28])[CH:23]=[CH:22][N:21]=2)[CH:18]=[C:13]([C:10]2[S:9][C:8]([CH2:7][C:6]([CH3:31])([C:5]3[O:2][CH:1]=[N:3][N:4]=3)[CH3:32])=[N:12][CH:11]=2)[CH:14]=1. Procedure details: The product from Step 1 (70 mg, 0.146 mmol) was taken up in THF (2.0 mL) in a microwave vial, and Burgess reagent (70 mg, 0.293 mmol) was added. The reaction was heated in the microwave at 100° C. for 30 min. The orange reaction mixture was concentrated to dryness, and the resulting residue was purified by flash chromatography (10-100% ethyl acetate in hexanes) to provide N-(3-methyl-5-{2-[2-methyl-2-(1,3,4-oxadiazol-2-yl)propyl]-1,3-thiazol-5-yl}phenyl)-4-(trifluoromethyl)pyrimidin-2-amine (32 ... Reactants: CCOC(=O)c1ncc2[nH]c3ccc(OCc4ccccc4)cc3c2c1COC, CC(C)[O-], CC(C)[O-], CC(C)[O-], CC(C)[O-], CC(C)O, [Ti+4]. Yields the product COCc1c(C(=O)OC(C)C)ncc2[nH]c3ccc(OCc4ccccc4)cc3c12. RXN SMILES: [CH2:1]([CH3:2])[O:3][C:4](=[O:5])[c:6]1[n:7][cH:8][c:9]2[nH:10][c:11]3[cH:12][cH:13][c:14]([O:22][CH2:23][c:24]4[cH:25][cH:26][cH:27][cH:28][cH:29]4)[cH:15][c:16]3[c:17]2[c:18]1[CH2:19][O:20][CH3:21].[CH3:34][CH:35]([CH3:36])[O-:37].[CH3:38][CH:39]([CH3:40])[O-:41].[CH3:42][CH:43]([CH3:44])[O-:45].[CH3:46][CH:47]([CH3:48])[O-:49].[CH:30]([OH:31])([CH3:32])[CH3:33].[Ti+4:50]>>[CH:1]([CH3:2])([O:3][C:4](=[O:5])[c:6]1[n:7][cH:8][c:9]2[nH:10][c:11]3[cH:12][cH:13][c:14]([O:22][CH2:23][c:24]4[cH:25][cH:26][cH:27][cH:28][cH:29]4)[cH:15][c:16]3[c:17]2[c:18]1[CH2:19][O:20][CH3:21])[CH3:30]. The reactants are COC=1C=C(C=CC1OC)O (3,4-dimethoxyphenol), Cl.C(C1=CC=CC=C1)N1CC(C(CC1)=O)C(=O)OCC (ethyl 1-benzyl-4-oxo-3-piperidinecarboxylate hydrochloride). Product: C(C1=CC=CC=C1)N1CC2=C(CC1)C=1C=C(C(=CC1OC2=O)OC)OC (3-Benzyl-8,9-dimethoxy-1,2,3,4-tetrahydro-chromeno[3,4-c]pyridin-5-one). The yield is 40.0%. Reaction SMILES: [CH3:1][O:2][C:3]1[CH:4]=[C:5]([OH:11])[CH:6]=[CH:7][C:8]=1[O:9][CH3:10].Cl.[CH2:13]([N:20]1[CH2:25][CH2:24][C:23](=O)[CH:22]([C:27](OCC)=[O:28])[CH2:21]1)[C:14]1[CH:19]=[CH:18][CH:17]=[CH:16][CH:15]=1>>[CH2:13]([N:20]1[CH2:25][CH2:24][C:23]2[C:6]3[CH:7]=[C:8]([O:9][CH3:10])[C:3]([O:2][CH3:1])=[CH:4][C:5]=3[O:11][C:27](=[O:28])[C:22]=2[CH2:21]1)[C:14]1[CH:19]=[CH:18][CH:17]=[CH:16][CH:15]=1 |f:1.2|. Procedure: Prepared by the procedure of Example 1 from 3,4-dimethoxyphenol and ethyl 1-benzyl-4-oxo-3-piperidinecarboxylate hydrochloride. Yield 40%; mp 189°-191° C.